Dataset: the Open Reaction Database (ORD), a public repository of structured organic reaction records. Task: describe an organic reaction: reactants, conditions, products, and yield Procedure: The title compound, white solid (78 mg, 69.1%), MS (ISP) m/z=416.3 [(M+H)+], was prepared in accordance with the general method of example 1 from Trans-4-[2-(4-Benzo[1,3]dioxol-4-yl-piperazin-1-yl)-ethyl]-cyclohexylamine hydrochloride (Intermediate A) (100 mg, 0.272 mmol) and 1-hydroxycyclopropanecarboxylic acid. Yields the product O1COC2=C1C=CC=C2N2CCN(CC2)CC[C@@H]2CC[C@H](CC2)NC(=O)C2(CC2)O (Trans-1-Hydroxy-cyclopropanecarboxylic acid {4-[2-(4-benzo[1,3]dioxol-4-yl-piperazin-1-yl)-ethyl]-cyclohexyl}-amide). Reaction SMILES: Cl.Cl.Cl.[O:4]1[C:8]2[CH:9]=[CH:10][CH:11]=[C:12]([N:13]3[CH2:18][CH2:17][N:16]([CH2:19][CH2:20][C@H:21]4[CH2:26][CH2:25][C@H:24]([NH2:27])[CH2:23][CH2:22]4)[CH2:15][CH2:14]3)[C:7]=2[O:6][CH2:5]1.[OH:28][C:29]1([C:32](O)=[O:33])[CH2:31][CH2:30]1>>[O:4]1[C:8]2[CH:9]=[CH:10][CH:11]=[C:12]([N:13]3[CH2:18][CH2:17][N:16]([CH2:19][CH2:20][C@H:21]4[CH2:26][CH2:25][C@H:24]([NH:27][C:32]([C:29]5([OH:28])[CH2:31][CH2:30]5)=[O:33])[CH2:23][CH2:22]4)[CH2:15][CH2:14]3)[C:7]=2[O:6][CH2:5]1 |f:0.1.2.3|. Reactants: solid, Cl.Cl.Cl.O1COC2=C1C=CC=C2N2CCN(CC2)CC[C@@H]2CC[C@H](CC2)N (Trans-4-[2-(4-Benzo[1,3]dioxol-4-yl-piperazin-1-yl)-ethyl]-cyclohexylamine trihydrochloride), Cl.Cl.Cl.O1COC2=C1C=CC=C2N2CCN(CC2)CC[C@@H]2CC[C@H](CC2)N (Trans-4-[2-(4-Benzo[1,3]dioxol-4-yl-piperazin-1-yl)-ethyl]-cyclohexylamine trihydrochloride), OC1(CC1)C(=O)O (1-hydroxycyclopropanecarboxylic acid). The reactants are COC(=O)C1C(C2(CC1)CCN(CC2)C(=O)OC(C)(C)C)=O (tert-Butyl 2-(methoxycarbonyl)-1-oxo-8-azaspiro[4.5]decane-8-carboxylate), [OH-].[Li+] (lithium hydroxide). Solvent: C(C)O.O1CCCC1.O (ethanol tetrahydrofuran water). Conditions: temperature 90 celsius. Product: O=C1CCCC12CCN(CC2)C(=O)OC(C)(C)C (tert-Butyl 1-oxo-8-azaspiro[4.5]decane-8-carboxylate). The yield is 67.5%. RXN SMILES: COC([CH:5]1[CH2:9][CH2:8][C:7]2([CH2:14][CH2:13][N:12]([C:15]([O:17][C:18]([CH3:21])([CH3:20])[CH3:19])=[O:16])[CH2:11][CH2:10]2)[C:6]1=[O:22])=O.[OH-].[Li+]>C(O)C.O1CCCC1.O>[O:22]=[C:6]1[C:7]2([CH2:10][CH2:11][N:12]([C:15]([O:17][C:18]([CH3:21])([CH3:20])[CH3:19])=[O:16])[CH2:13][CH2:14]2)[CH2:8][CH2:9][CH2:5]1 |f:1.2,3.4.5|. Procedure details: To a solution of tert-butyl 2-(methoxycarbonyl)-1-oxo-8-azaspiro[4.5]decane-8-carboxylate (17.2 g, 0.055 mol) from Step F in a 2:2:1 mixture of ethanol/tetrahydrofuran/water (555 mL) was added pulverized lithium hydroxide (26 g, 1.10 mol). The reaction mixture was heated to 90° C. for 60 h. The reaction mixture was allowed to cool and was then concentrated, dissolved in water and dichloromethane, and extracted three times with dichloromethane. The organic layers were combined, washed with brine,... Starting materials: C([O-])([O-])=O.[K+].[K+] (potassium carbonate), CCCCCC (n-hexane), CC(CN1C(=CC2=C1N=C(N=C2)C#N)CN2CCNCC2)(C)C (7-(2,2-Dimethyl-propyl)-6-piperazin-1-ylmethyl-7H-pyrrolo[2,3-d]pyrimidine-2-carbonitrile), BrCC1=CC=C(C=C1)F (1-bromomethyl-4-fluoro-benzene). Run in CCOC(=O)C (AcOEt), CN(C)C=O (DMF), CCOC(=O)C (AcOEt). Reaction conditions: temperature 50 celsius. Yields the product CC(CN1C(=CC2=C1N=C(N=C2)C#N)CN2CCN(CC2)CC2=CC=C(C=C2)F)(C)C (7-(2,2-Dimethyl-propyl)-6-[4-(4-fluoro-benzyl)-piperazin-1-ylmethyl]-7H-pyrrolo[2,3-d]pyrimidine-2-carbonitrile). Yield: 90.5%. Reaction SMILES: [CH3:1][C:2]([CH3:23])([CH3:22])[CH2:3][N:4]1[C:8]2[N:9]=[C:10]([C:13]#[N:14])[N:11]=[CH:12][C:7]=2[CH:6]=[C:5]1[CH2:15][N:16]1[CH2:21][CH2:20][NH:19][CH2:18][CH2:17]1.Br[CH2:25][C:26]1[CH:31]=[CH:30][C:29]([F:32])=[CH:28][CH:27]=1.C(=O)([O-])[O-].[K+].[K+].CCCCCC>CN(C=O)C.CCOC(C)=O>[CH3:1][C:2]([CH3:23])([CH3:22])[CH2:3][N:4]1[C:8]2[N:9]=[C:10]([C:13]#[N:14])[N:11]=[CH:12][C:7]=2[CH:6]=[C:5]1[CH2:15][N:16]1[CH2:21][CH2:20][N:19]([CH2:25][C:26]2[CH:31]=[CH:30][C:29]([F:32])=[CH:28][CH:27]=2)[CH2:18][CH2:17]1 |f:2.3.4|. Procedure: 7-(2,2-Dimethyl-propyl)-6-piperazin-1-ylmethyl-7H-pyrrolo[2,3-d]pyrimidine-2-carbonitrile (0.4 mmol) and 1-bromomethyl-4-fluoro-benzene (0.6 mmol) is dissolved in DMF (5 ml) and potassium carbonate (0.6 mmol) is added to the solution. The reaction mixture is heated at 50° C. for 3 h. After the mixture is diluted with AcOEt, the organic layer is washed with brine, dried over magnesium sulfate and filtrated. AcOEt is evaporated and the residue is purified by reverse phase HPLC. The product is obta... Reactants: CC(=O)OC(C)CCCCn1c(=O)cc(N)n(C)c1=O, CC(=O)O, O=N[O-], [Na+], O. Yields the product CC(=O)OC(C)CCCCn1c(=O)c(N)c(N)n(C)c1=O. RXN SMILES: [C:1]([CH3:2])(=[O:3])[O:4][CH:5]([CH2:6][CH2:7][CH2:8][CH2:9][n:10]1[c:11](=[O:19])[n:12]([CH3:18])[c:13]([NH2:17])[cH:14][c:15]1=[O:16])[CH3:20].[CH3:25][C:26](=[O:27])[OH:28].[N:21]([O-:22])=[O:23].[Na+:24].[OH2:29]>>[C:1]([CH3:2])(=[O:3])[O:4][CH:5]([CH2:6][CH2:7][CH2:8][CH2:9][n:10]1[c:11](=[O:19])[n:12]([CH3:18])[c:13]([NH2:17])[c:14]([NH2:21])[c:15]1=[O:16])[CH3:20]. Starting materials: FC1=CC=C2C(=N1)N(N=C2C)C(=O)OC(C)(C)C (tert-butyl 6-fluoro-3-methyl-1H-pyrazolo[3,4-b]pyridine-1-carboxylate), C1CC(=O)N(C1=O)Br (NBS), C(C1=CC=CC=C1)(=O)OOC(C1=CC=CC=C1)=O (benzoyl peroxide). The solvent is C(Cl)(Cl)(Cl)Cl (CCl4). Yields the product BrCC1=NN(C2=NC(=CC=C21)F)C(=O)OC(C)(C)C (tert-butyl 3-(bromomethyl)-6-fluoro-1H-pyrazolo[3,4-b]pyridine-1-carboxylate). RXN SMILES: [F:1][C:2]1[N:7]=[C:6]2[N:8]([C:12]([O:14][C:15]([CH3:18])([CH3:17])[CH3:16])=[O:13])[N:9]=[C:10]([CH3:11])[C:5]2=[CH:4][CH:3]=1.C1C(=O)N([Br:26])C(=O)C1.C(OOC(=O)C1C=CC=CC=1)(=O)C1C=CC=CC=1>C(Cl)(Cl)(Cl)Cl>[Br:26][CH2:11][C:10]1[C:5]2[C:6](=[N:7][C:2]([F:1])=[CH:3][CH:4]=2)[N:8]([C:12]([O:14][C:15]([CH3:18])([CH3:17])[CH3:16])=[O:13])[N:9]=1. Reported procedure: A stirring solution of 8.88 g (35.2 mmol) of 37-4, 6.88 g (38.7 mmol) of NBS and 851 mg (3.52 mmol) of benzoyl peroxide in 250 mL of CCl4 was heated to reflux for 6 hours. The reaction was stopped after a 66% conversion of starting material as determined by LC/MS. The reaction mixture was cooled to room temperature, filtered through a pad of Celite to remove precipitated succinimide, and the filtrate concentrated in vacuo. The crude residue was purified by silica gel chromatography (0-70% ethyl ... Starting materials: S(O)(O)(=O)=O (sulfuric acid), aqueous solution, NC(=O)N (urea), O (water), NC(=O)N (urea). Yields the product NC(=O)N.[NH4+] (ammonium urea), S(O)(O)(=O)=O (sulfuric acid). As a reaction SMILES: O.[NH2:2][C:3]([NH2:5])=[O:4].[S:6](=[O:10])(=[O:9])([OH:8])[OH:7]>>[NH2:2][C:3]([NH2:5])=[O:4].[NH4+:2].[S:6](=[O:8])(=[O:7])([OH:10])[OH:9] |f:3.4|. Procedure: Two-three heated moles of ammonia to one mol of heated carbon dioxide, heated at 160° to 210° C. is forced through a reactor which has an aqueous solution or oil-water slurry of ammonia and carbon dioxide which is being circulated at 160° to 210° C. and under 2-6000 psi to form ammonium carbamate which when heated lose 1 mol of water thereby producing a heated aqueous solution containing 60 to 80% urea, then 1 mole of sulfuric acid is added to 4 moles of the aqueous solution of urea thereby prod... The reactants are NC=1C=CC(=C(C1)NC=1OC(=CN1)C1=CC=C(C#N)C=C1)C (4-[2-(5-Amino-2-methyl-phenylamino)-oxazol-5-yl]-benzonitrile), CC1=C(C=C(C=C1)[N+](=O)[O-])NC(C)=O (N-(2-methyl-5-nitro-phenyl)-acetamide), NC=1C=CC(=C(C1)NC(C)=O)C (N-(5-Amino-2-methyl-phenyl)-acetamide). Product: CC1=C(C=C(C=C1)[N+](=O)[O-])NC=1OC(=CN1)C1=CC=C(C#N)C=C1 (4-[2-(2-Methyl-5-nitro-phenylamino)-oxazol-5-yl]-benzonitrile). The yield is 83.0%. As a reaction SMILES: NC1C=CC(C)=C(NC2O[C:11]([C:14]3[CH:21]=[CH:20][C:17]([C:18]#[N:19])=[CH:16][CH:15]=3)=[CH:12][N:13]=2)C=1.[CH3:23][C:24]1[CH:29]=[CH:28][C:27]([N+:30]([O-:32])=[O:31])=[CH:26][C:25]=1[NH:33][C:34](=[O:36])C.NC1C=CC(C)=C(NC(=O)C)C=1>>[CH3:23][C:24]1[CH:29]=[CH:28][C:27]([N+:30]([O-:32])=[O:31])=[CH:26][C:25]=1[NH:33][C:34]1[O:36][C:11]([C:14]2[CH:21]=[CH:20][C:17]([C:18]#[N:19])=[CH:16][CH:15]=2)=[CH:12][N:13]=1. Procedure details: The same procedure outlined above in the preparation of 4-[2-(5-Amino-2-methyl-phenylamino)-oxazol-5-yl]-benzonitrile was used. However N-(2-methyl-5-nitro-phenyl)-acetamide was used instead N-(5-Amino-2-methyl-phenyl)-acetamide. Yield=83%. m.p.>228° C. Reactants: CN1N=CC(=C1)N(NC(=O)OC(C)(C)C)C(=O)OC(C)(C)C (di-tert-butyl 1-(1-methyl-1H-pyrazol-4-yl)hydrazine-1,2-dicarboxylate), C1(CC1)C(CC#N)=O (3-cyclopropyl-3-oxopropanenitrile). Product: C1(CC1)C1=NN(C(=C1)N)C=1C=NN(C1)C (3-cyclopropyl-1′-methyl-1′H-1,4′-bipyrazol-5-amine). RXN SMILES: [CH3:1][N:2]1[CH:6]=[C:5]([N:7](C(OC(C)(C)C)=O)[NH:8]C(OC(C)(C)C)=O)[CH:4]=[N:3]1.[CH:23]1([C:26](=O)[CH2:27][C:28]#[N:29])[CH2:25][CH2:24]1>>[CH:23]1([C:26]2[CH:27]=[C:28]([NH2:29])[N:7]([C:5]3[CH:4]=[N:3][N:2]([CH3:1])[CH:6]=3)[N:8]=2)[CH2:25][CH2:24]1. Procedure details: The title compound was prepared according to the method described for Preparation 296: using di-tert-butyl 1-(1-methyl-1H-pyrazol-4-yl)hydrazine-1,2-dicarboxylate (Preparation 295) and 3-cyclopropyl-3-oxopropanenitrile to afford the title compound in 48% yield, 1.7 g.